From a dataset of the Open Reaction Database (ORD), a public repository of structured organic reaction records. describe an organic reaction: reactants, conditions, products, and yield Starting materials: C(C)NC1=C(C=CC=C1)[C@H]1CC=2C=CC(=CC2CC1)OC(C(C)(C)C)=O (pivalic acid (R)-6-(2-ethylaminophenyl)-5,6,7,8-tetrahydronaphthalen-2-yl ester), C(C)(C)(C)OC(NC(COC1=CC=C(C=C1)C=O)(C)C)=O (tert-butyl[2-(4-formylphenoxy)-1,1-dimethylethyl]carbamate). The product is NC(COC1=CC=C(CCCNC2=C(C=CC=C2)[C@H]2CC=3C=CC(=CC3CC2)O)C=C1)(C)C ((R)-6-{2-{[4-(2-Amino-2-methylpropoxy)benzyl]ethylamino}phenyl}-5,6,7,8-tetrahydronaphthalen-2-ol). Isolated yield 29.0%. RXN SMILES: [CH2:1]([NH:3][C:4]1[CH:9]=[CH:8][CH:7]=[CH:6][C:5]=1[C@@H:10]1[CH2:19][CH2:18][C:17]2[CH:16]=[C:15]([O:20]C(=O)C(C)(C)C)[CH:14]=[CH:13][C:12]=2[CH2:11]1)[CH3:2].C(OC(=O)[NH:33][C:34]([CH3:46])([CH3:45])[CH2:35][O:36][C:37]1[CH:42]=[CH:41][C:40]([CH:43]=O)=[CH:39][CH:38]=1)(C)(C)C>>[NH2:33][C:34]([CH3:45])([CH3:46])[CH2:35][O:36][C:37]1[CH:38]=[CH:39][C:40]([CH2:43][CH2:2][CH2:1][NH:3][C:4]2[CH:9]=[CH:8][CH:7]=[CH:6][C:5]=2[C@@H:10]2[CH2:19][CH2:18][C:17]3[CH:16]=[C:15]([OH:20])[CH:14]=[CH:13][C:12]=3[CH2:11]2)=[CH:41][CH:42]=1. Procedure details: Synthesized from pivalic acid (R)-6-(2-ethylaminophenyl)-5,6,7,8-tetrahydronaphthalen-2-yl ester (30 mg) and tert-butyl[2-(4-formylphenoxy)-1,1-dimethylethyl]carbamate (125 mg) according to an analogous synthetic method to Example 238 and purified by LC-MS, the title compound (11 mg) was obtained. Reactants: Cc1cccc(C)c1N(CCCC(=O)O)C(=O)c1ccc(Cl)cc1, CCOC(=O)C1CCCN1. The product is CCOC(=O)C1CCCN1C(=O)CCCN(C(=O)c1ccc(Cl)cc1)c1c(C)cccc1C. Reaction SMILES: [Cl:1][c:2]1[cH:3][cH:4][c:5]([C:6](=[O:7])[N:8]([c:9]2[c:10]([CH3:16])[cH:11][cH:12][cH:13][c:14]2[CH3:15])[CH2:17][CH2:18][CH2:19][C:20](=[O:21])[OH:22])[cH:23][cH:24]1.[NH:25]1[CH:26]([C:27](=[O:28])[O:29][CH2:30][CH3:31])[CH2:32][CH2:33][CH2:34]1>>[Cl:1][c:2]1[cH:3][cH:4][c:5]([C:6](=[O:7])[N:8]([c:9]2[c:10]([CH3:16])[cH:11][cH:12][cH:13][c:14]2[CH3:15])[CH2:17][CH2:18][CH2:19][C:20](=[O:21])[N:25]2[CH:26]([C:27](=[O:28])[O:29][CH2:30][CH3:31])[CH2:32][CH2:33][CH2:34]2)[cH:23][cH:24]1.